From a dataset of the Open Reaction Database (ORD), a public repository of structured organic reaction records. describe an organic reaction: reactants, conditions, products, and yield Reactants: FC1=C(OCC[C@H]2[C@H](C2)C2CCNCC2)C=CC(=C1)S(=O)(=O)C (4-((1R,2S)-2-{2-{2-fluoro-4-(methylsulfonyl)phenoxy]ethyl}cyclopropyl)piperidine), C([O-])([O-])=O.[K+].[K+] (potassium carbonate), N#CBr (Cyanogen bromide). Solvent: C(Cl)(Cl)Cl (chloroform). Reaction conditions: time 15 minute. Product: FC1=C(OCC[C@H]2[C@H](C2)C2CCN(CC2)C#N)C=CC(=C1)S(=O)(=O)C (4-((1R,2S)-2-{2-{2-fluoro-4-(methylsulfonyl)phenoxy]ethyl}cyclopropyl)piperidine-1-carbonitrile). Reaction SMILES: [F:1][C:2]1[CH:19]=[C:18]([S:20]([CH3:23])(=[O:22])=[O:21])[CH:17]=[CH:16][C:3]=1[O:4][CH2:5][CH2:6][C@@H:7]1[CH2:9][C@@H:8]1[CH:10]1[CH2:15][CH2:14][NH:13][CH2:12][CH2:11]1.C(=O)([O-])[O-].[K+].[K+].[N:30]#[C:31]Br>C(Cl)(Cl)Cl>[F:1][C:2]1[CH:19]=[C:18]([S:20]([CH3:23])(=[O:21])=[O:22])[CH:17]=[CH:16][C:3]=1[O:4][CH2:5][CH2:6][C@@H:7]1[CH2:9][C@@H:8]1[CH:10]1[CH2:11][CH2:12][N:13]([C:31]#[N:30])[CH2:14][CH2:15]1 |f:1.2.3|. Reported procedure: 4-((1R,2S)-2-{2-{2-fluoro-4-(methylsulfonyl)phenoxy]ethyl}cyclopropyl)piperidine (Step C, Example 111; 150 mg, 0.428 mmol) and potassium carbonate (244 mg, 1.77 mmol) were stirred in chloroform (7 mL). Cyanogen bromide (61 mg, 0.58 mmol) was added. The mixture was stirred at RT for 15 min and refluxed overnight. The mixture was cooled to RT, mixed with silica gel (5 g), and concentrated to dryness under reduced pressure. The residue was loaded on a silica gel column (15 g of silica gel) and elut... As a reaction SMILES: [CH2:1]([c:2]1[cH:3][cH:4][cH:5][cH:6][cH:7]1)[NH:8][C:9](=[O:10])[C:11]1([CH2:24][CH2:25][CH2:26][CH2:27][Br:28])[c:12]2[cH:13][cH:14][cH:15][cH:16][c:17]2-[c:18]2[cH:19][cH:20][cH:21][cH:22][c:23]21.[N:29]1([c:35]2[n:36][c:37]3[cH:38][cH:39][cH:40][cH:41][c:42]3[cH:43][cH:44]2)[CH2:30][CH2:31][NH:32][CH2:33][CH2:34]1>>[CH2:1]([c:2]1[cH:3][cH:4][cH:5][cH:6][cH:7]1)[NH:8][C:9](=[O:10])[C:11]1([CH2:24][CH2:25][CH2:26][CH2:27][N:32]2[CH2:31][CH2:30][N:29]([c:35]3[n:36][c:37]4[cH:38][cH:39][cH:40][cH:41][c:42]4[cH:43][cH:44]3)[CH2:34][CH2:33]2)[c:12]2[cH:13][cH:14][cH:15][cH:16][c:17]2-[c:18]2[cH:19][cH:20][cH:21][cH:22][c:23]21. Product: O=C(NCc1ccccc1)C1(CCCCN2CCN(c3ccc4ccccc4n3)CC2)c2ccccc2-c2ccccc21. Reactants: O=C(NCc1ccccc1)C1(CCCCBr)c2ccccc2-c2ccccc21, c1ccc2nc(N3CCNCC3)ccc2c1. The reactants are Cl (hydrochloric acid), O (water), C(CCCCC)C1=C(C=C(O)C=C1)O (4-hexylresorcinol), OCC1=C(C(=CC(=C1)C)CO)O (2,6-bis(hydroxymethyl)-4-methylphenol), O.C=1(C(=CC=CC1)S(=O)(=O)O)C (toluenesulfonic acid monohydrate). Run in CO (methanol). Run at temperature 85 celsius. The product is OC1=C(CC2=C(C(=CC(=C2)C)CC2=C(C=C(C(=C2)CCCCCC)O)O)O)C=C(C(=C1)O)CCCCCC (2,6-Bis(2,4-dihydroxy-5-hexylbenzyl)-4-methylphenol). RXN SMILES: [CH2:1]([C:7]1[CH:13]=[CH:12][C:10]([OH:11])=[CH:9][C:8]=1[OH:14])[CH2:2][CH2:3][CH2:4][CH2:5][CH3:6].O[CH2:16][C:17]1[CH:22]=[C:21]([CH3:23])[CH:20]=[C:19]([CH2:24]O)[C:18]=1[OH:26].[OH2:27].[C:28]1([CH3:38])[C:29](S(O)(=O)=O)=[CH:30][CH:31]=[CH:32][CH:33]=1.Cl.[OH2:40]>CO>[OH:27][C:31]1[CH:30]=[C:29]([OH:40])[C:28]([CH2:38][CH2:3][CH2:2][CH2:1][CH2:7][CH3:8])=[CH:33][C:32]=1[CH2:16][C:17]1[CH:22]=[C:21]([CH3:23])[CH:20]=[C:19]([CH2:24][C:12]2[CH:13]=[C:7]([CH2:1][CH2:2][CH2:3][CH2:4][CH2:5][CH3:6])[C:8]([OH:14])=[CH:9][C:10]=2[OH:11])[C:18]=1[OH:26] |f:2.3|. Reported procedure: To 500 ml flask was added 300 ml of methanol, 60 g of 4-hexylresorcinol and 16.9 g of 2,6-bis(hydroxymethyl)-4-methylphenol. 2.2 g of toluenesulfonic acid monohydrate was then added and the reaction solution heated at reflux for 20.5 hours. The warm reaction solution was slowly added, with agitation, to about 1.5 L of de-mineralized water containing about 1.3% hydrochloric acid. To the precipitate mixture an additional 20 ml of concentrated hydrochloric acid was added and mixed until the precipi...